Dataset: the Open Reaction Database (ORD), a public repository of structured organic reaction records. Task: describe an organic reaction: reactants, conditions, products, and yield Reactants: CC(C)([O-])C.[K+] (potassium tert-butoxide), COC=1C(NC=CC1)=O (3-methoxypyridone), FC(OC1=C(C=CC(=C1)[N+](=O)[O-])F)F (2-(difluoromethoxy)-1-fluoro-4-nitrobenzene). The solvent is ClCCl (dichloromethane), CS(=O)C (dimethyl sulfoxide). Conditions: temperature 80 celsius, time 30 minute. The product is FC(OC1=C(C=CC(=C1)[N+](=O)[O-])N1C(C(=CC=C1)OC)=O)F (1-[2-(Difluoromethoxy)-4-nitrophenyl]-3-methoxypyridin-2(1H)-one). As a reaction SMILES: [CH3:1][O:2][C:3]1[C:4](=[O:9])[NH:5][CH:6]=[CH:7][CH:8]=1.CC(C)([O-])C.[K+].[F:16][CH:17]([F:29])[O:18][C:19]1[CH:24]=[C:23]([N+:25]([O-:27])=[O:26])[CH:22]=[CH:21][C:20]=1F>CS(C)=O.ClCCl>[F:16][CH:17]([F:29])[O:18][C:19]1[CH:24]=[C:23]([N+:25]([O-:27])=[O:26])[CH:22]=[CH:21][C:20]=1[N:5]1[CH:6]=[CH:7][CH:8]=[C:3]([O:2][CH3:1])[C:4]1=[O:9] |f:1.2|. Procedure: 302 mg (2.41 mmol) of 3-methoxypyridone are dissolved in 8.2 ml of anhydrous dimethyl sulfoxide and admixed with 325 mg (2.89 mmol) of potassium tert-butoxide. After 30 min, 500 mg (2.41 mmol) of 2-(difluoromethoxy)-1-fluoro-4-nitrobenzene are added and the mixture is heated to 80° C. for 20 h. The reaction solution is diluted with dichloromethane and washed with water and 1N hydrochloric acid. After the organic phase has been dried over sodium sulfate, it is filtered and concentrated to dryness... Reactants: C(C)OC(=O)NC=1C(=CSC1)C=O (4-(ethoxycarbonyl-amino)-thiophene-3-carboxaldehyde), NC1CCN(CC1)C(=O)OC(C)(C)C (4-amino-1-(1,1-dimethyl-ethoxycarbonyl)piperidine), C1(=CC=CC=C1)C (toluene), [BH4-].[Na+] (sodium borohydride). The solvent is O (water), O (water). Product: CC(C)(OC(=O)N1CCC(CC1)NCC=1C(=CSC1)NC(=O)OCC)C (4-[[[1-(1,1-dimethylethoxycarbonyl)-4-piperidinyl]amino]methyl]-3-(ethoxycarbonylamino)-thiophene). As a reaction SMILES: [CH2:1]([O:3][C:4]([NH:6][C:7]1[C:8]([CH:12]=O)=[CH:9][S:10][CH:11]=1)=[O:5])[CH3:2].[NH2:14][CH:15]1[CH2:20][CH2:19][N:18]([C:21]([O:23][C:24]([CH3:27])([CH3:26])[CH3:25])=[O:22])[CH2:17][CH2:16]1.C1(C)C=CC=CC=1.[BH4-].[Na+]>O>[CH3:26][C:24]([CH3:27])([O:23][C:21]([N:18]1[CH2:17][CH2:16][CH:15]([NH:14][CH2:12][C:8]2[C:7]([NH:6][C:4]([O:3][CH2:1][CH3:2])=[O:5])=[CH:11][S:10][CH:9]=2)[CH2:20][CH2:19]1)=[O:22])[CH3:25] |f:3.4|. Procedure details: A mixture of 28.2 g (0.142 mol) of 4-(ethoxycarbonyl-amino)-thiophene-3-carboxaldehyde, 28.2 g (0.141 mol) of 4-amino-1-(1,1-dimethyl-ethoxycarbonyl)piperidine and 300 ml of toluene was refluxed using a water separator until water formation had ceased. The solvent was removed in vacuo, the residue was dissolved in 300 ml of methanol and at room temperature combined batchwise with 5.5 g (0.145 mol) of sodium borohydride. The mixture was stirred for a further hour at room temperature, then evapora... Reactants: C(=C)(C)C1=CC2=C(OC3=C(NC2=O)C=CC=C3)S1 (2-Isopropenylthieno[2,3-b][1,5]benzoxazepin-4(5H)-one), [H][H] (Hydrogen). The reagents and catalysts are [Pd] (palladium). Solvent: O1CCOCC1 (dioxane). Reaction conditions: temperature 40 celsius, time 7.5 hour. Product: C(C)(C)C1=CC2=C(OC3=C(NC2=O)C=CC=C3)S1 (2-isopropylthieno[2,3-b][1,5]benzoxazepin-4(5H)-one). The yield is 76.3%. RXN SMILES: [C:1]([C:4]1[S:18][C:7]2[O:8][C:9]3[CH:17]=[CH:16][CH:15]=[CH:14][C:10]=3[NH:11][C:12](=[O:13])[C:6]=2[CH:5]=1)([CH3:3])=[CH2:2].[H][H]>O1CCOCC1.[Pd]>[CH:1]([C:4]1[S:18][C:7]2[O:8][C:9]3[CH:17]=[CH:16][CH:15]=[CH:14][C:10]=3[NH:11][C:12](=[O:13])[C:6]=2[CH:5]=1)([CH3:3])[CH3:2]. Procedure details: 2-Isopropenylthieno[2,3-b][1,5]benzoxazepin-4(5H)-one (780 mg) was suspended in dioxane (40 ml) and 10% palladium-activated charcoal (100 mg) was added. Hydrogen was sealed in and the mixture was stirred at 40° C., 50 atm for 7.5 hours. The catalyst was filtered off and the solvent was evaporated under reduced pressure to give 2-isopropylthieno[2,3-b][1,5]benzoxazepin-4(5H)-one (600 mg).